This data is from the Open Reaction Database (ORD), a public repository of structured organic reaction records. The task is: describe an organic reaction: reactants, conditions, products, and yield Starting materials: COC(=O)C=1C=C(C(=O)N)C=C(C1)[N+](=O)[O-] (3-methoxycabonyl-5-nitrobenzamide). Solvent: C1CCOC1 (THF). Product: NCC=1C=C(C(=O)OC)C=C(C1)[N+](=O)[O-] (Methy 3-aminomethyl-5-nitrobenzoate). Isolated yield 34.4%. As a reaction SMILES: [CH3:1][O:2][C:3]([C:5]1[CH:6]=[C:7]([CH:11]=[C:12]([N+:14]([O-:16])=[O:15])[CH:13]=1)[C:8]([NH2:10])=O)=[O:4]>C1COCC1>[NH2:10][CH2:8][C:7]1[CH:6]=[C:5]([CH:13]=[C:12]([N+:14]([O-:16])=[O:15])[CH:11]=1)[C:3]([O:2][CH3:1])=[O:4]. Procedure details: A mixture of 3-methoxycabonyl-5-nitrobenzamide (1120 mg, 5 mmol) and 1M BH3 in THF (11.5 mL) was refluxed for 90 minutes. The solvent was evaporated and MeOH (15 mL) was added. HCl gas was introduced into the solution and the reaction mixture was refluxed for 70 minutes. The mixture was added saturated NaHCO3 aq. (50 mL) and extracted with CH2Cl2 (5×40 mL). The organic layers were combined, washed with brine and dried over Na2SO4. The dried solution was applied directly to SiO2 column and develo... Starting materials: CCOCC, O=C(O)C(=Cc1ccccc1)CC(=O)N1CC2CCCCC2C1, C=[N+]=[N-]. Product: COC(=O)C(=Cc1ccccc1)CC(=O)N1CC2CCCCC2C1. Reaction SMILES: [CH3:27][CH2:28][O:29][CH2:30][CH3:31].[CH:1]([c:2]1[cH:3][cH:4][cH:5][cH:6][cH:7]1)=[C:8]([C:9](=[O:10])[OH:11])[CH2:12][C:13](=[O:14])[N:15]1[CH2:16][CH:17]2[CH2:18][CH2:19][CH2:20][CH2:21][CH:22]2[CH2:23]1.[N+:24](=[N-:25])=[CH2:26]>>[CH:1]([c:2]1[cH:3][cH:4][cH:5][cH:6][cH:7]1)=[C:8]([C:9](=[O:10])[O:11][CH3:26])[CH2:12][C:13](=[O:14])[N:15]1[CH2:16][CH:17]2[CH2:18][CH2:19][CH2:20][CH2:21][CH:22]2[CH2:23]1. Reported procedure: To 3.2 g (0.0093 mol) of the product from Step A was added 100 mL methanol and 100 mL 1N sodium hydroxide. The reaction mixture was heated at reflux for 18 h, cooled to room temperature, poured into 200 mL water and extracted with ether (1×100 mL). The aqueous phase was acidified with concentrated HCl and extracted with ether (3×100 mL), washed with water (1×100 mL) and brine (1×100 mL), dried over anhydrous magnesium sulfate and concentrated under reduced pressure to afford 3.0 g of a yellow so... The solvent is O (water). The yield is 102.5%. Reaction SMILES: [Cl:1][C:2]1[CH:3]=[C:4]([N:8]2[CH:13]([C:14]3[CH:19]=[CH:18][CH:17]=[CH:16][CH:15]=3)[CH2:12][CH2:11][C:10]([C:20]([O:22]CC)=[O:21])=[N:9]2)[CH:5]=[CH:6][CH:7]=1.CO.[OH-].[Na+]>O>[Cl:1][C:2]1[CH:3]=[C:4]([N:8]2[CH:13]([C:14]3[CH:15]=[CH:16][CH:17]=[CH:18][CH:19]=3)[CH2:12][CH2:11][C:10]([C:20]([OH:22])=[O:21])=[N:9]2)[CH:5]=[CH:6][CH:7]=1 |f:2.3|. Product: ClC=1C=C(C=CC1)N1N=C(CCC1C1=CC=CC=C1)C(=O)O (1-(3-Chlorophenyl)-1,4,5,6-tetrahydro-6-phenyl-3-pyridazinecarboxylic acid). Starting materials: ClC=1C=C(C=CC1)N1N=C(CCC1C1=CC=CC=C1)C(=O)OCC (1-(3-Chlorophenyl)-1,4,5,6-tetrahydro-6-phenyl-3-pyridazinecarboxylic acid, ethyl ester), CO (methanol), [OH-].[Na+] (sodium hydroxide).